This data is from the Open Reaction Database (ORD), a public repository of structured organic reaction records. The task is: describe an organic reaction: reactants, conditions, products, and yield Starting materials: CC1(C=CC(O1)(OC)CCCOC1=C(C=C(C=C1C)C=1N=NN(N1)C)C)OC (5-methyl-2-[3-[2,6-dimethyl-4(2-methyl-tetrazol-5-yl)-phenoxy]-propyl]-2,5-dimethoxy-2,5dihydrofuran), O.NN (hydrazine hydrate), CO (methanol), C(C)(=O)O (acetic acid). Solvent: O (water). Yields the product CC=1N=NC(=CC1)CCCOC1=C(C=C(C=C1C)C=1N=NN(N1)C)C (3-methyl-6-[3-[2,6-dimethyl-4-(2-methyl-tetrazol-5-yl)-phenoxy]-propyl]-pyridazine). Yield: 29.0%. As a reaction SMILES: [CH3:1][C:2]1(OC)O[C:5]([CH2:9][CH2:10][CH2:11][O:12][C:13]2[C:18]([CH3:19])=[CH:17][C:16]([C:20]3[N:21]=[N:22][N:23]([CH3:25])[N:24]=3)=[CH:15][C:14]=2[CH3:26])(OC)[CH:4]=[CH:3]1.CO.C(O)(=O)C.O.[NH2:36][NH2:37]>O>[CH3:1][C:2]1[N:36]=[N:37][C:5]([CH2:9][CH2:10][CH2:11][O:12][C:13]2[C:18]([CH3:19])=[CH:17][C:16]([C:20]3[N:21]=[N:22][N:23]([CH3:25])[N:24]=3)=[CH:15][C:14]=2[CH3:26])=[CH:4][CH:3]=1 |f:3.4|. Procedure: Under nitrogen with stirring 5-methyl-2-[3-[2,6-dimethyl-4(2-methyl-tetrazol-5-yl)-phenoxy]-propyl]-2,5-dimethoxy-2,5dihydrofuran (820 mg, 1.8 mmol), 0.8 mL of methanol, and 1.5 mL of 1% aqueous acetic acid solution were combined at room temperature, refluxed for 10 min, and then cooled to room temperature. To the above solution was added hydrazine hydrate (0.26 mL) over a 2 min period, and the mixture was allowed to reflux for 1 h, and cooled to room temperature. The mixture was diluted with wa...